Dataset: the Open Reaction Database (ORD), a public repository of structured organic reaction records. Task: describe an organic reaction: reactants, conditions, products, and yield Reactants: ClC1=C(C=C(C(=C1[N+](=O)[O-])Cl)[N+](=O)[O-])C(F)(F)F (2,4-dichloro-3,5-dinitrobenzotrifluoride), BrCCN (2-bromoethylamine), resultant product. The solvent is C(C)O (ethanol). The product is BrCCNC1=C(C(=C(C=C1[N+](=O)[O-])C(F)(F)F)Cl)[N+](=O)[O-] (N-(2-bromoethyl)-3-chloro-2,6-dinitro-4-trifluoromethylaniline). As a reaction SMILES: [Cl:1][C:2]1[C:7]([N+:8]([O-:10])=[O:9])=[C:6](Cl)[C:5]([N+:12]([O-:14])=[O:13])=[CH:4][C:3]=1[C:15]([F:18])([F:17])[F:16].[Br:19][CH2:20][CH2:21][NH2:22]>C(O)C>[Br:19][CH2:20][CH2:21][NH:22][C:6]1[C:5]([N+:12]([O-:14])=[O:13])=[CH:4][C:3]([C:15]([F:18])([F:17])[F:16])=[C:2]([Cl:1])[C:7]=1[N+:8]([O-:10])=[O:9]. Procedure details: The compound was prepared by reacting 2,4-dichloro-3,5-dinitrobenzotrifluoride with 2-bromoethylamine in an ethanol solution. The resultant product melted at 88°-92° C.